From a dataset of the Open Reaction Database (ORD), a public repository of structured organic reaction records. describe an organic reaction: reactants, conditions, products, and yield Reactants: C1CCOC1, Cl, [Na+], c1ccc2c(c1)cnn2-c1ccnc(NC2CCC3(CC2)OCCO3)n1, [OH-]. Product: O=C1CCC(Nc2nccc(-n3ncc4ccccc43)n2)CC1. As a reaction SMILES: [CH2:30]1[O:31][CH2:32][CH2:33][CH2:34]1.[ClH:1].[Na+:29].[O:2]1[CH2:4][CH2:3][O:5][C:6]12[CH2:7][CH2:8][CH:9]([NH:12][c:13]1[n:14][cH:15][cH:16][c:17](-[n:19]3[n:20][cH:21][c:22]4[cH:23][cH:24][cH:25][cH:26][c:27]34)[n:18]1)[CH2:10][CH2:11]2.[OH-:28]>>[O:5]=[C:6]1[CH2:7][CH2:8][CH:9]([NH:12][c:13]2[n:14][cH:15][cH:16][c:17](-[n:19]3[n:20][cH:21][c:22]4[cH:23][cH:24][cH:25][cH:26][c:27]34)[n:18]2)[CH2:10][CH2:11]1. Reactants: C(C)C=1SC(=CC1C(=O)OCC)C=O (ethyl 2-ethyl-5-formylthiophene-3-carboxylate), FC(S(=O)(=O)O[Si](C)(C)C)(F)F (trimethylsilyl trifluoromethanesulfonate), C[Si](OCCO[Si](C)(C)C)(C)C (1,2-bis(trimethylsiloxy)ethane), C(Cl)Cl (methylene chloride). Solvent: N1=CC=CC=C1 (Pyridine). Reaction conditions: time 2 hour. Yields the product O1C(OCC1)C1=CC(=C(S1)CC)C(=O)OCC (ethyl 5-(1,3-dioxolan-2-yl)-2-ethylthiophene-3-carboxylate). As a reaction SMILES: [CH2:1]([C:3]1[S:4][C:5]([CH:13]=[O:14])=[CH:6][C:7]=1[C:8]([O:10][CH2:11][CH3:12])=[O:9])[CH3:2].C[Si](C)(C)[O:17][CH2:18][CH2:19]O[Si](C)(C)C.C(Cl)Cl.FC(F)(F)S(O[Si](C)(C)C)(=O)=O>N1C=CC=CC=1>[O:14]1[CH2:19][CH2:18][O:17][CH:13]1[C:5]1[S:4][C:3]([CH2:1][CH3:2])=[C:7]([C:8]([O:10][CH2:11][CH3:12])=[O:9])[CH:6]=1. Reported procedure: To a mixture of ethyl 2-ethyl-5-formylthiophene-3-carboxylate (7.82 g) synthesized above, 1,2-bis(trimethylsiloxy)ethane (9.93 mL) and methylene chloride (80 mL) was added trimethylsilyl trifluoromethanesulfonate (661 μL) at −78° C., and the mixture was stirred for 2 hr under a nitrogen atmosphere. Pyridine (890 μL) was added to quench the reaction, and saturated aqueous sodium hydrogen carbonate solution was added. Methylene chloride was evaporated using evaporator, and the mixture was extracte... Starting materials: C(C)OC(C(=O)N1CCC(CC1)C1=CC(=C(C=C1)OC)OC1CCCC1)=O (2-[4-(3-cyclopentyloxy-4-methoxyphenyl)piperidin-1-yl]-2-oxo-acetic acid ethyl ester), [OH-].[Li+] (lithium hydroxide). Run in O (H2O), C1CCOC1 (THF). Reaction conditions: time 8 hour. Product: C1(CCCC1)OC=1C=C(C=CC1OC)C1CCN(CC1)C(C(=O)O)=O (2-[4-(3-cyclopentyloxy-4-methoxyphenyl)piperidin-1-yl]-2 -oxo-acetic acid). RXN SMILES: C([O:3][C:4](=[O:27])[C:5]([N:7]1[CH2:12][CH2:11][CH:10]([C:13]2[CH:18]=[CH:17][C:16]([O:19][CH3:20])=[C:15]([O:21][CH:22]3[CH2:26][CH2:25][CH2:24][CH2:23]3)[CH:14]=2)[CH2:9][CH2:8]1)=[O:6])C.[OH-].[Li+]>C1COCC1.O>[CH:22]1([O:21][C:15]2[CH:14]=[C:13]([CH:10]3[CH2:9][CH2:8][N:7]([C:5](=[O:6])[C:4]([OH:27])=[O:3])[CH2:12][CH2:11]3)[CH:18]=[CH:17][C:16]=2[O:19][CH3:20])[CH2:23][CH2:24][CH2:25][CH2:26]1 |f:1.2|. Reported procedure: To a stirred solution of 2-[4-(3-cyclopentyloxy-4-methoxyphenyl)piperidin-1-yl]-2-oxo-acetic acid ethyl ester (14.1 mmol, 5.3 g) in THF (140 mL) was added aqueous lithium hydroxide solution (1.0M; 17.6 mmol, 17.6 mL) in one portion at room temperature and the resulting homogeneous solution stirred overnight. The precipitated solution was diluted with H2O (150 mL) and the THF was removed in vacuo. The aqueous phase was diluted with saturated NaHCO3 (400 mL), and acidified with 2N HCl. The aqueous... The reactants are CO, Cc1ccc(C(=O)O)c(O)c1. The product is COC(=O)c1ccc(C)cc1O. Reaction SMILES: [CH3:12][OH:13].[OH:1][c:2]1[c:3]([C:4](=[O:5])[OH:6])[cH:7][cH:8][c:9]([CH3:11])[cH:10]1>>[OH:1][c:2]1[c:3]([C:4](=[O:5])[O:6][CH3:12])[cH:7][cH:8][c:9]([CH3:11])[cH:10]1. Starting materials: COc1cc(F)c(C2CCN(C(=O)COC(C)=O)CC2)cc1I, C, CC1C(c2cc(C(F)(F)F)cc(C(F)(F)F)c2)OC(=O)N1Cc1cc(C(F)(F)F)ccc1B1OC(C)(C)C(C)(C)O1. The product is COc1cc(F)c(C2CCN(C(=O)COC(C)=O)CC2)cc1-c1ccc(C(F)(F)F)cc1CN1C(=O)OC(c2cc(C(F)(F)F)cc(C(F)(F)F)c2)C1C. RXN SMILES: [C:1]([CH3:2])(=[O:3])[O:4][CH2:5][C:6](=[O:7])[N:8]1[CH2:9][CH2:10][CH:11]([c:14]2[c:15]([F:23])[cH:16][c:17]([O:21][CH3:22])[c:18]([I:20])[cH:19]2)[CH2:12][CH2:13]1.[CH4:24].[F:25][C:26]([c:27]1[cH:28][c:29]([CH:37]2[CH:38]([CH3:63])[N:39]([CH2:43][c:44]3[c:45]([B:54]4[O:55][C:56]([CH3:57])([CH3:58])[C:59]([CH3:60])([CH3:61])[O:62]4)[cH:46][cH:47][c:48]([C:50]([F:51])([F:52])[F:53])[cH:49]3)[C:40](=[O:42])[O:41]2)[cH:30][c:31]([C:33]([F:34])([F:35])[F:36])[cH:32]1)([F:64])[F:65]>>[C:1]([CH3:2])(=[O:3])[O:4][CH2:5][C:6](=[O:7])[N:8]1[CH2:9][CH2:10][CH:11]([c:14]2[c:15]([F:23])[cH:16][c:17]([O:21][CH3:22])[c:18](-[c:45]3[c:44]([CH2:43][N:39]4[CH:38]([CH3:63])[CH:37]([c:29]5[cH:28][c:27]([C:26]([F:25])([F:64])[F:65])[cH:32][c:31]([C:33]([F:34])([F:35])[F:36])[cH:30]5)[O:41][C:40]4=[O:42])[cH:49][c:48]([C:50]([F:51])([F:52])[F:53])[cH:47][cH:46]3)[cH:19]2)[CH2:12][CH2:13]1. The reactants are COC(=O)Cc1ccc(OCC=C(C)c2ccc(Oc3ccccc3)cc2)cc1, CCO, CCOC(C)=O, Cl, [Na+], [OH-]. Product: CC(=CCOc1ccc(CC(=O)O)cc1)c1ccc(Oc2ccccc2)cc1. Reaction SMILES: [CH3:1][O:2][C:3]([CH2:4][c:5]1[cH:6][cH:7][c:8]([O:11][CH2:12][CH:13]=[C:14]([CH3:15])[c:16]2[cH:17][cH:18][c:19]([O:22][c:23]3[cH:24][cH:25][cH:26][cH:27][cH:28]3)[cH:20][cH:21]2)[cH:9][cH:10]1)=[O:29].[CH3:30][CH2:31][OH:32].[CH3:36][CH2:37][O:38][C:39](=[O:40])[CH3:41].[ClH:35].[Na+:34].[OH-:33]>>[O:2]=[C:3]([CH2:4][c:5]1[cH:6][cH:7][c:8]([O:11][CH2:12][CH:13]=[C:14]([CH3:15])[c:16]2[cH:17][cH:18][c:19]([O:22][c:23]3[cH:24][cH:25][cH:26][cH:27][cH:28]3)[cH:20][cH:21]2)[cH:9][cH:10]1)[OH:29]. Reactants: O=C1CCC(=O)N1Cl, [Na+], O=C([O-])O, CN(C)C=O, OCc1cc2ccccc2nc1I, c1ccc(P(c2ccccc2)c2ccccc2)cc1. The product is ClCc1cc2ccccc2nc1I. As a reaction SMILES: [Cl:33][N:34]1[C:35](=[O:36])[CH2:37][CH2:38][C:39]1=[O:40].[Na+:45].[O-:41][C:42]([OH:43])=[O:44].[O:46]=[CH:47][N:48]([CH3:49])[CH3:50].[OH:1][CH2:2][c:3]1[c:4]([I:13])[n:5][c:6]2[cH:7][cH:8][cH:9][cH:10][c:11]2[cH:12]1.[c:14]1([P:15]([c:16]2[cH:17][cH:18][cH:19][cH:20][cH:21]2)[c:22]2[cH:23][cH:24][cH:25][cH:26][cH:27]2)[cH:28][cH:29][cH:30][cH:31][cH:32]1>>[CH2:2]([c:3]1[c:4]([I:13])[n:5][c:6]2[cH:7][cH:8][cH:9][cH:10][c:11]2[cH:12]1)[Cl:33]. Reaction SMILES: [C:1]([O:9][C@H:10]1[CH2:30][CH2:29][C@@:28]2([CH3:31])[C@@H:12]([CH2:13][CH2:14][C:15]3[C:16]4[C@:24]([CH3:32])([CH2:25][CH2:26][C:27]=32)[C@@H:19]([C@@H:20]([CH:22]=[O:23])[CH3:21])[CH2:18][CH:17]=4)[C:11]1([CH3:34])[CH3:33])(=[O:8])[C:2]1[CH:7]=[CH:6][CH:5]=[CH:4][CH:3]=1.[C:35]1([Mg]Br)[CH:40]=[CH:39][CH:38]=[CH:37][CH:36]=1.[Cl-].[NH4+]>O1CCCC1>[C:1]([O:9][C@H:10]1[CH2:30][CH2:29][C@@:28]2([CH3:31])[C@@H:12]([CH2:13][CH2:14][C:15]3[C:16]4[C@:24]([CH3:32])([CH2:25][CH2:26][C:27]=32)[C@@H:19]([C@H:20]([CH3:21])[CH:22]([C:35]2[CH:40]=[CH:39][CH:38]=[CH:37][CH:36]=2)[OH:23])[CH2:18][CH:17]=4)[C:11]1([CH3:33])[CH3:34])(=[O:8])[C:2]1[CH:7]=[CH:6][CH:5]=[CH:4][CH:3]=1 |f:2.3|. Reactants: [Cl-].[NH4+] (ammonium chloride), C(C1=CC=CC=C1)(=O)O[C@@H]1C([C@@H]2CCC=3C4=CC[C@H]([C@H](C)C=O)[C@]4(CCC3[C@]2(CC1)C)C)(C)C ((3β,5α,20S)-3-(benzoyloxy)-4,4-dimethylpregna-8,14-diene-20-carboxaldehyde), solution, C1(=CC=CC=C1)[Mg]Br (phenylmagnesium bromide). Product: C(C1=CC=CC=C1)(=O)O[C@@H]1C([C@@H]2CCC=3C4=CC[C@H]([C@@H](C(O)C5=CC=CC=C5)C)[C@]4(CCC3[C@]2(CC1)C)C)(C)C ((3β,5α,20S)-4,4,20-trimethyl-21-phenylpregna-8,14-diene-3,21-diol 3-benzoate). Solvent: O1CCCC1 (tetrahydrofuran), O1CCCC1 (tetrahydrofuran). Reaction conditions: time 3 hour. Procedure details: ix)—A solution of the aldehyde 10 (2.0 g), obtained in the previous step, in dry tetrahydrofuran (17 ml) was added dropwise to a 1 M solution of phenylmagnesium bromide (13 ml) in tetrahydrofuran. The reaction mixture was stirred at room temperature for 3 h. A saturated aqueous solution of ammonium chloride was added and the product was extracted into ethyl acetate. The combined organic phases were washed with water, dried over sodium sulfate, and concentrated under reduced pressure to give (3β,... Reactants: O=C(n1ccnc1)n1ccnc1, Cl, O=C(O)c1cccc(C(F)(F)F)c1, Cc1nc2ccc(CN)cc2c(=O)n1C1CCC(=O)NC1=O, CN(C)C=O. Product: Cc1nc2ccc(CNC(=O)c3cccc(C(F)(F)F)c3)cc2c(=O)n1C1CCC(=O)NC1=O. RXN SMILES: [C:14]([n:15]1[cH:16][cH:17][n:18][cH:19]1)([n:20]1[cH:21][cH:22][n:23][cH:24]1)=[O:25].[ClH:26].[F:1][C:2]([c:3]1[cH:4][c:5]([C:6](=[O:7])[OH:8])[cH:9][cH:10][cH:11]1)([F:12])[F:13].[NH2:27][CH2:28][c:29]1[cH:30][c:31]2[c:32](=[O:48])[n:33]([CH:40]3[C:41](=[O:47])[NH:42][C:43](=[O:46])[CH2:44][CH2:45]3)[c:34]([CH3:39])[n:35][c:36]2[cH:37][cH:38]1.[O:49]=[CH:50][N:51]([CH3:52])[CH3:53]>>[F:1][C:2]([c:3]1[cH:4][c:5]([C:6](=[O:8])[NH:27][CH2:28][c:29]2[cH:30][c:31]3[c:32](=[O:48])[n:33]([CH:40]4[C:41](=[O:47])[NH:42][C:43](=[O:46])[CH2:44][CH2:45]4)[c:34]([CH3:39])[n:35][c:36]3[cH:37][cH:38]2)[cH:9][cH:10][cH:11]1)([F:12])[F:13]. Reactants: ClC=1C=CC2=C(C(=NCC(=N2)NN)C2=CC=CC=C2)C1 (7-chloro-2-hydrazino-5-phenyl-3H-1,4-benzodiazepine), BrCC=O (α-bromoacetaldehyde). Product: ClC=1C=CC2=C(C(=NCC(=N2)NN=CCBr)C2=CC=CC=C2)C1 (7-chloro-2-[(2-bromoethylidene)hydrazino]-5-phenyl-3H-1,4-benzodiazepine). RXN SMILES: [Cl:1][C:2]1[CH:3]=[CH:4][C:5]2[N:11]=[C:10]([NH:12][NH2:13])[CH2:9][N:8]=[C:7]([C:14]3[CH:19]=[CH:18][CH:17]=[CH:16][CH:15]=3)[C:6]=2[CH:20]=1.[Br:21][CH2:22][CH:23]=O>>[Cl:1][C:2]1[CH:3]=[CH:4][C:5]2[N:11]=[C:10]([NH:12][N:13]=[CH:23][CH2:22][Br:21])[CH2:9][N:8]=[C:7]([C:14]3[CH:19]=[CH:18][CH:17]=[CH:16][CH:15]=3)[C:6]=2[CH:20]=1. Procedure details: In the manner given in Example 1, 7-chloro-2-hydrazino-5-phenyl-3H-1,4-benzodiazepine can be reacted with α-bromoacetaldehyde to give 7-chloro-2-[(2-bromoethylidene)hydrazino]-5-phenyl-3H-1,4-benzodiazepine.